This data is from the Open Reaction Database (ORD), a public repository of structured organic reaction records. The task is: describe an organic reaction: reactants, conditions, products, and yield The reactants are ClCCCl, O, C=CC(=O)O, Oc1ccc(O)cc1, O=C(O)c1ccc2cc(OCCCCCCO)ccc2c1, Cc1ccc(S(=O)(=O)O)cc1. The product is C=CC(=O)OCCCCCCOc1ccc2cc(C(=O)O)ccc2c1. RXN SMILES: [Cl:47][CH2:48][CH2:49][Cl:50].[OH2:27].[OH:1][C:2](=[O:3])[CH:4]=[CH2:5].[OH:39][c:40]1[cH:41][cH:42][c:43]([OH:44])[cH:45][cH:46]1.[OH:6][CH2:7][CH2:8][CH2:9][CH2:10][CH2:11][CH2:12][O:13][c:14]1[cH:15][c:16]2[cH:17][cH:18][c:19]([C:24](=[O:25])[OH:26])[cH:20][c:21]2[cH:22][cH:23]1.[c:28]1([CH3:29])[cH:30][cH:31][c:32]([S:33]([OH:34])(=[O:35])=[O:36])[cH:37][cH:38]1>>[O:1]([C:2](=[O:3])[CH:4]=[CH2:5])[CH2:7][CH2:8][CH2:9][CH2:10][CH2:11][CH2:12][O:13][c:14]1[cH:15][c:16]2[cH:17][cH:18][c:19]([C:24](=[O:25])[OH:26])[cH:20][c:21]2[cH:22][cH:23]1. Reactants: C=O (formalin), NC=1C(=CC(=C(C1)O)NC(C1=C(C=CC=C1)NS(=O)(=O)CCCCCCCCCCCC)=O)Cl (5-Amino-4-chloro-2-(2-dodecanesulfonamidobenzoylamino)phenol), CN (methylamine), ClC(=O)OCC (ethyl chloroformate), crystals. Solvent: C(C)#N (acetonitrile), O (water), CO (methanol), C(C)(=O)O (Acetic acid). Product: ClC=1C=C(C(=C2CN(C(NC12)=O)C)O)NC(C1=C(C=CC=C1)NS(=O)(=O)CCCCCCCCCCCC)=O (8-Chloro-5-hydroxy-6-(2-dodecanesulfonamidobenzoylamino)-1,2,3,4-tetrahydro-3-methylquinazolin-2-one). RXN SMILES: [NH2:1][C:2]1[C:3]([Cl:34])=[CH:4][C:5]([NH:9][C:10](=[O:33])[C:11]2[CH:16]=[CH:15][CH:14]=[CH:13][C:12]=2[NH:17][S:18]([CH2:21][CH2:22][CH2:23][CH2:24][CH2:25][CH2:26][CH2:27][CH2:28][CH2:29][CH2:30][CH2:31][CH3:32])(=[O:20])=[O:19])=[C:6]([OH:8])[CH:7]=1.Cl[C:36](OCC)=O.[CH2:41]=[O:42].[CH3:43][NH2:44]>C(#N)C.C(O)(=O)C.O.CO>[Cl:34][C:3]1[CH:4]=[C:5]([NH:9][C:10](=[O:33])[C:11]2[CH:16]=[CH:15][CH:14]=[CH:13][C:12]=2[NH:17][S:18]([CH2:21][CH2:22][CH2:23][CH2:24][CH2:25][CH2:26][CH2:27][CH2:28][CH2:29][CH2:30][CH2:31][CH3:32])(=[O:20])=[O:19])[C:6]([OH:8])=[C:7]2[C:2]=1[NH:1][C:41](=[O:42])[N:44]([CH3:36])[CH2:43]2. Procedure: 36 g of the 5-amino-4-chloro-2-(2-dodecanesulfonamidobenzoylamino)phenol obtained in Step (ii) above was refluxed in 100 ml of acetonitrile and to the mixture was added dropwise 6.3 g of ethyl chloroformate. After refluxing for 4 hours, the reaction mixture was cooled to deposit the crystals. The crystals were collected by filtration and dried to yield 34 g thereof. 34 g of the crystals were dissolved in a solution composed of 4 ml of formalin, 8 ml of methylamine and 20 ml of methanol and the s... Starting materials: CSC1=NC=CC(=N1)C#C[Si](C)(C)C (2-(Methylsulfanyl)-4-[(trimethylsilyl)ethynyl]pyrimidine), [F-].[K+] (potassium fluoride). Run in CO (methanol). Reaction conditions: time 5 minute. Product: C(#C)C1=NC(=NC=C1)SC (4-ethynyl-2-(methylsulfanyl)pyrimidine). The yield is 83.2%. As a reaction SMILES: [CH3:1][S:2][C:3]1[N:8]=[C:7]([C:9]#[C:10][Si](C)(C)C)[CH:6]=[CH:5][N:4]=1.[F-].[K+]>CO>[C:9]([C:7]1[CH:6]=[CH:5][N:4]=[C:3]([S:2][CH3:1])[N:8]=1)#[CH:10] |f:1.2|. Procedure: 4-Iodo-2-(methylsulfanyl)pyrimidine (2.0 g, 8.1 mmol) was dissolved in anhydrous tetrahydrofuran (50 mL). To this solution was added triethylamine (1.4 mL, 10.1 mmol), copper (I) iodide (80 mg, 0.4 mmol) and dichlorobis(triphenylphosphine) palladium (II) (140 mg, 0.24 mmol). (Trimethylsilyl)acetylene (1.4 mL, 10.1 mmol) was added dropwise to the resulting solution. After the addition of (trimethylsilyl)acetylene was complete the reaction was stirred at room temperature for 2 hours. Hexane was ad... Starting materials: CC(=O)Nc1ccncc1, CCO, COc1ccc(CCI)cc1OC. Yields the product COc1ccc(CC[n+]2ccc(NC(C)=O)cc2)cc1OC, [I-]. RXN SMILES: [C:14]([CH3:15])(=[O:16])[NH:17][c:18]1[cH:19][cH:20][n:21][cH:22][cH:23]1.[CH3:24][CH2:25][OH:26].[I:1][CH2:2][CH2:3][c:4]1[cH:5][c:6]([O:12][CH3:13])[c:7]([O:10][CH3:11])[cH:8][cH:9]1>>[CH2:2]([CH2:3][c:4]1[cH:5][c:6]([O:12][CH3:13])[c:7]([O:10][CH3:11])[cH:8][cH:9]1)[n+:21]1[cH:20][cH:19][c:18]([NH:17][C:14]([CH3:15])=[O:16])[cH:23][cH:22]1.[I-:1]. Starting materials: C(C)(=O)[O-].[NH4+] (ammonium acetate), O=C1C(CC2=CC=CC=C12)N1C(=NC(=C1)C(=O)OCC)C(=O)OCC (diethyl 1-(1-oxoindan-2-yl)imidazole-2,4-dicarboxylate). Solvent: C(C)(=O)O (acetic acid). The product is O=C1C=2N(C3=C(N1)C=1C=CC=CC1C3)C=C(N2)C(=O)OCC (ethyl 4,5-dihydro-4-oxo-10H-imidazol[1,2-a]indeno[1,2-e]pyrazine-2-carboxylate). Yield: 37.7%. RXN SMILES: C([O-])(=O)C.[NH4+:5].O=[C:7]1[C:15]2[C:10](=[CH:11][CH:12]=[CH:13][CH:14]=2)[CH2:9][CH:8]1[N:16]1[CH:20]=[C:19]([C:21]([O:23][CH2:24][CH3:25])=[O:22])[N:18]=[C:17]1[C:26]([O:28]CC)=O>C(O)(=O)C>[O:28]=[C:26]1[NH:5][C:7]2[C:15]3[CH:14]=[CH:13][CH:12]=[CH:11][C:10]=3[CH2:9][C:8]=2[N:16]2[CH:20]=[C:19]([C:21]([O:23][CH2:24][CH3:25])=[O:22])[N:18]=[C:17]12 |f:0.1|. Reported procedure: 51.2 g of ammonium acetate are added in small portions to a solution of 2 g of diethyl 1-(1-oxoindan-2-yl)imidazole-2,4-dicarboxylate in 80 ml of acetic acid and the mixture is heated to reflux for 2 hours. After cooling to a temperature close to 20° C. the precipitate formed is filtered off and rinsed with distilled water and then with methyl ethyl ketone (2×10 ml) to give 0.65 g of ethyl 4,5-dihydro-4-oxo-10H-imidazol[1,2-a]indeno[1,2-e]pyrazine-2-carboxylate in the form of a beige solid melti... Reactants: CC1(C)CC(C)(C)CC(C)(NCCCC#N)C1, CCO, Cl. The product is CC1(C)CC(C)(C)CC(C)(N2CCCC2)C1, Cl. RXN SMILES: [C:1](#[N:2])[CH2:3][CH2:4][CH2:5][NH:6][C:7]1([CH3:17])[CH2:8][C:9]([CH3:15])([CH3:16])[CH2:10][C:11]([CH3:13])([CH3:14])[CH2:12]1.[CH3:19][CH2:20][OH:21].[ClH:18]>>[CH2:1]1[CH2:3][CH2:4][CH2:5][N:6]1[C:7]1([CH3:17])[CH2:8][C:9]([CH3:15])([CH3:16])[CH2:10][C:11]([CH3:13])([CH3:14])[CH2:12]1.[ClH:18].